This data is from the Open Reaction Database (ORD), a public repository of structured organic reaction records. The task is: describe an organic reaction: reactants, conditions, products, and yield Reactants: CN(C1=C(C(C2=CC=C(C=C2)N(C)C)C2=C(C(=O)O)C=C(C=C2)N(C)C)C=CC(=C1)N(C)C)C (2-[2,4,4'-tris(dimethylamino)benzhydryl]-5-dimethylaminobenzoic acid), stainless steel, [OH-].[K+] (potassium hydroxide), C([O-])(O)=O.[Na+] (sodium bicarbonate). Run in O (water). Yields the product CN(C1=C(C=CC(=C1)N(C)C)C1(OC(=O)C2=CC(=CC=C12)N(C)C)C1=CC=C(C=C1)N(C)C)C (3-(2,4-bis[dimethylamino]phenyl)-3-(4-dimethylaminophenyl)-6-dimethylaminophthalide). Isolated yield 79.6%. As a reaction SMILES: [CH3:1][N:2]([CH3:34])[C:3]1[CH:30]=[C:29]([N:31]([CH3:33])[CH3:32])[CH:28]=[CH:27][C:4]=1[CH:5]([C:15]1[CH:23]=[CH:22][C:21]([N:24]([CH3:26])[CH3:25])=[CH:20][C:16]=1[C:17]([OH:19])=[O:18])[C:6]1[CH:11]=[CH:10][C:9]([N:12]([CH3:14])[CH3:13])=[CH:8][CH:7]=1.[OH-].[K+].C(=O)(O)[O-].[Na+]>O>[CH3:34][N:2]([CH3:1])[C:3]1[CH:30]=[C:29]([N:31]([CH3:33])[CH3:32])[CH:28]=[CH:27][C:4]=1[C:5]1([C:6]2[CH:7]=[CH:8][C:9]([N:12]([CH3:13])[CH3:14])=[CH:10][CH:11]=2)[C:15]2[C:16](=[CH:20][C:21]([N:24]([CH3:25])[CH3:26])=[CH:22][CH:23]=2)[C:17](=[O:19])[O:18]1 |f:1.2,3.4|. Procedure details: A solution of 29.78 g of 2-[2,4,4'-tris(dimethylamino)benzhydryl]-5-dimethylaminobenzoic acid prepared as described in part B above, 450.0 g of water and 16.2 g of flake potassium hydroxide was prepared and the pH adjusted to 10.0 by the gradual addition of sodium bicarbonate. The solution was then heated at approximately 75° C. under an atmosphere of oxygen at 60-65 psi for approximately six hours in an agitated stainless steel autoclave. The solid which separated was collected by filtration at... The reactants are C(C)C=1N=C(NC1C=O)CCC (4-ethyl-2-propyl-1H-imidazole-5-carboxaldehyde), [H-].[Na+] (sodium hydride), CC(C)O (2-propanol), BrCC1=CC=C(C=C1)C1=C(C=CC=C1)C=1C(C(C1OC(C)C)=O)=O (3-(4'-bromomethylbiphenyl-2-yl)-4-isopropoxycyclobut-3-ene-1,2-dione). The solvent is CN(C=O)C (dimethylformamide), C(C)(=O)OCC (ethyl acetate), CN(C=O)C (dimethylformamide). Conditions: time 45 minute. Yields the product C(C)C=1N=C(N(C1C=O)CC1=CC=C(C=C1)C1=C(C=CC=C1)C1=C(C(C1=O)=O)OC(C)C)CCC (4-ethyl-1-[2'-(3,4-dioxo-2-isopropoxycyclobut-1-en-1-yl)biphenyl-4-ylmethyl]-2-propyl-1H-imidazole-5-carboxaldehyde). RXN SMILES: [CH2:1]([C:3]1[N:4]=[C:5]([CH2:10][CH2:11][CH3:12])[NH:6][C:7]=1[CH:8]=[O:9])[CH3:2].[H-].[Na+].Br[CH2:16][C:17]1[CH:22]=[CH:21][C:20]([C:23]2[CH:28]=[CH:27][CH:26]=[CH:25][C:24]=2[C:29]2[C:30](=[O:38])[C:31](=[O:37])[C:32]=2[O:33][CH:34]([CH3:36])[CH3:35])=[CH:19][CH:18]=1.CC(O)C>CN(C)C=O.C(OCC)(=O)C>[CH2:1]([C:3]1[N:4]=[C:5]([CH2:10][CH2:11][CH3:12])[N:6]([CH2:16][C:17]2[CH:18]=[CH:19][C:20]([C:23]3[CH:28]=[CH:27][CH:26]=[CH:25][C:24]=3[C:29]3[C:30](=[O:38])[C:31](=[O:37])[C:32]=3[O:33][CH:34]([CH3:36])[CH3:35])=[CH:21][CH:22]=2)[C:7]=1[CH:8]=[O:9])[CH3:2] |f:1.2|. Reported procedure: To a stirred solution of 4-ethyl-2-propyl-1H-imidazole-5-carboxaldehyde (0.15 g; preparable as described in WO92/00977; Dupont) in dry dimethylformamide (3 ml) was added sodium hydride (60% dispersion in mineral oil; 36 mg) and stirring was continued for approximately 45 minutes. The resulting solution was then added via canula to a stirred solution of 3-(4'-bromomethylbiphenyl-2-yl)-4-isopropoxycyclobut-3-ene-1,2-dione (0.35 g; preparable as in Example 1(c)) in dry dimethylformamide (3 ml). Aft... Reactants: CN(C)C=O, COc1ccccc1N1CCN(C(=O)CCc2c(-c3ccc(Cl)cc3)[nH]c3ccc(C)cc23)CC1, [H-], CI, [Na+], O. Product: COc1ccccc1N1CCN(C(=O)CCc2c(-c3ccc(Cl)cc3)n(C)c3ccc(C)cc23)CC1. Reaction SMILES: [CH3:41][N:42]([CH3:43])[CH:44]=[O:45].[Cl:3][c:4]1[cH:5][cH:6][c:7](-[c:10]2[nH:11][c:12]3[cH:13][cH:14][c:15]([CH3:37])[cH:16][c:17]3[c:18]2[CH2:19][CH2:20][C:21](=[O:22])[N:23]2[CH2:24][CH2:25][N:26]([c:29]3[c:30]([O:35][CH3:36])[cH:31][cH:32][cH:33][cH:34]3)[CH2:27][CH2:28]2)[cH:8][cH:9]1.[H-:1].[I:38][CH3:39].[Na+:2].[OH2:40]>>[Cl:3][c:4]1[cH:5][cH:6][c:7](-[c:10]2[n:11]([CH3:39])[c:12]3[cH:13][cH:14][c:15]([CH3:37])[cH:16][c:17]3[c:18]2[CH2:19][CH2:20][C:21](=[O:22])[N:23]2[CH2:24][CH2:25][N:26]([c:29]3[c:30]([O:35][CH3:36])[cH:31][cH:32][cH:33][cH:34]3)[CH2:27][CH2:28]2)[cH:8][cH:9]1.